From a dataset of the Open Reaction Database (ORD), a public repository of structured organic reaction records. describe an organic reaction: reactants, conditions, products, and yield Reactants: C(C)(C)(C)OC(NC1CNC2=CC=C(C=C2C1)C#N)=O ((6-cyano-1,2,3,4-tetrahydroquinolin-3-yl)-carbamic acid tert-butyl ester), C(C1=CC=CC=C1)=O (benzaldehyde). Product: OC1CCC(CC1)OC(NC1CN(C2=CC=C(C=C2C1)C#N)CC1=CC=CC=C1)=O ((1-Benzyl-6-cyano-1,2,3,4-tetrahydroquinolin-3-yl)-carbamic acid 4-hydroxycyclohexyl ester). As a reaction SMILES: [C:1]([O:5][C:6](=[O:20])[NH:7][CH:8]1[CH2:17][C:16]2[C:11](=[CH:12][CH:13]=[C:14]([C:18]#[N:19])[CH:15]=2)[NH:10][CH2:9]1)([CH3:4])([CH3:3])C.[CH:21](=O)[C:22]1[CH:27]=[CH:26][CH:25]=[CH:24][CH:23]=1>>[OH:5][CH:1]1[CH2:4][CH2:3][CH:1]([O:5][C:6](=[O:20])[NH:7][CH:8]2[CH2:17][C:16]3[C:11](=[CH:12][CH:13]=[C:14]([C:18]#[N:19])[CH:15]=3)[N:10]([CH2:21][C:22]3[CH:27]=[CH:26][CH:25]=[CH:24][CH:23]=3)[CH2:9]2)[CH2:4][CH2:3]1. Procedure: The title compound was prepared from (6-cyano-1,2,3,4-tetrahydroquinolin-3-yl)-carbamic acid tert-butyl ester, prepared as described in Example 1C, and benzaldehyde by procedures analogous to those described in Example 3A and 31. Reactants: COC=1C=C2C(=CC=NC2=CC1OC)OC=1C=C2C=CC(=CC2=CC1)N (6-(6,7-dimethoxy-4-quinolyloxy)-2-naphthylamine), C(=O)([O-])[O-].[K+].[K+] (K2CO3), COC1=C(C(=O)Cl)C=CC=C1 (2-methoxybenzoyl chloride). Solvent: C(Cl)Cl (CH2Cl2). Run at time 3 hour. The product is COC=1C=C2C(=CC=NC2=CC1OC)OC=1C=C2C=CC(=CC2=CC1)NC(C1=C(C=CC=C1)OC)=O (N-(6-((6,7-bis(methoxy)-4-quinolinyl)oxy)-2-naphthalenyl)-2-(methoxy)benzamide). As a reaction SMILES: [CH3:1][O:2][C:3]1[CH:4]=[C:5]2[C:10](=[CH:11][C:12]=1[O:13][CH3:14])[N:9]=[CH:8][CH:7]=[C:6]2[O:15][C:16]1[CH:17]=[C:18]2[C:23](=[CH:24][CH:25]=1)[CH:22]=[C:21]([NH2:26])[CH:20]=[CH:19]2.C([O-])([O-])=O.[K+].[K+].[CH3:33][O:34][C:35]1[CH:43]=[CH:42][CH:41]=[CH:40][C:36]=1[C:37](Cl)=[O:38]>C(Cl)Cl>[CH3:1][O:2][C:3]1[CH:4]=[C:5]2[C:10](=[CH:11][C:12]=1[O:13][CH3:14])[N:9]=[CH:8][CH:7]=[C:6]2[O:15][C:16]1[CH:17]=[C:18]2[C:23](=[CH:24][CH:25]=1)[CH:22]=[C:21]([NH:26][C:37](=[O:38])[C:36]1[CH:40]=[CH:41][CH:42]=[CH:43][C:35]=1[O:34][CH3:33])[CH:20]=[CH:19]2 |f:1.2.3|. Reported procedure: To a mixture of 6-(6,7-dimethoxy-4-quinolyloxy)-2-naphthylamine (Step c, 34.6 mg, 0.1 mmol) and K2CO3 in dry CH2Cl2 (10 mL, Aldrich) was added 2-methoxybenzoyl chloride (25.5 mg, 0.15 mmol, Aldrich). The reaction was stirred at RT for 3 h. The volatile portion was removed in vacuo. To the residue was added 15 mL of MeOH and the mixture was stirred at RT for 30 min. The MeOH was removed in vacuo. The resulting residue was diluted in EtOAc (50 mL) and washed with water and brine. The organic phase... Starting materials: BrC1=C2C=CC(=CC2=CC=C1I)CP(OCC)(OCC)=O (Diethyl (5-bromo-6-iodo-2-naphthyl)methylphosphonate), [H-].[Na+] (NaH), C(=O)C=1C=C(C(=O)OC)C=CC1 (methyl 3-formylbenzoate). The solvent is C1CCOC1 (THF). Conditions: time 1 hour. The product is BrC1=C2C=CC(=CC2=CC=C1I)/C=C/C=1C=C(C(=O)OC)C=CC1 (Methyl 3-[(E)-2-(5-bromo-6-iodo-2 naphthyl)ethenyl]benzoate). As a reaction SMILES: [Br:1][C:2]1[C:11]([I:12])=[CH:10][CH:9]=[C:8]2[C:3]=1[CH:4]=[CH:5][C:6]([CH2:13]P(=O)(OCC)OCC)=[CH:7]2.[H-].[Na+].[CH:24]([C:26]1[CH:27]=[C:28]([CH:33]=[CH:34][CH:35]=1)[C:29]([O:31][CH3:32])=[O:30])=O>C1COCC1>[Br:1][C:2]1[C:11]([I:12])=[CH:10][CH:9]=[C:8]2[C:3]=1[CH:4]=[CH:5][C:6](/[CH:13]=[CH:24]/[C:26]1[CH:27]=[C:28]([CH:33]=[CH:34][CH:35]=1)[C:29]([O:31][CH3:32])=[O:30])=[CH:7]2 |f:1.2|. Reported procedure: To a solution of diethyl (5-bromo-6-iodo-2-naphthyl)methylphosphonate (250 mg) from step 5 in THF (5 mL) at 0° C. was added NaH (60% in mineral oil, 17 mg). The reaction mixture was stirred for 1 hour upon which methyl 3-formylbenzoate (85 mg) was added and stirring continued for 1 h at rt. The mixture was quenched with a saturated solution of NH4Cl, extracted with EtOAc, dried over Na2SO4 and evaporated. The residue was purified by flash chromatography eluting with 5% EtOAc/hexanes to afford th...